This data is from the Open Reaction Database (ORD), a public repository of structured organic reaction records. The task is: describe an organic reaction: reactants, conditions, products, and yield Reactants: COC(=O)C1CCCN1, Cl, CC(NC(=O)Cc1ccccc1)C(=O)O. Product: COC(=O)C1CCCN1C(=O)C(C)NC(=O)Cc1ccccc1. As a reaction SMILES: [CH3:17][O:18][C:19]([CH:20]1[NH:21][CH2:22][CH2:23][CH2:24]1)=[O:25].[ClH:16].[c:1]1([CH2:7][C:8](=[O:9])[NH:10][CH:11]([CH3:12])[C:13](=[O:14])[OH:15])[cH:2][cH:3][cH:4][cH:5][cH:6]1>>[c:1]1([CH2:7][C:8](=[O:9])[NH:10][CH:11]([CH3:12])[C:13](=[O:15])[N:21]2[CH:20]([C:19]([O:18][CH3:17])=[O:25])[CH2:24][CH2:23][CH2:22]2)[cH:2][cH:3][cH:4][cH:5][cH:6]1.